From a dataset of the Open Reaction Database (ORD), a public repository of structured organic reaction records. describe an organic reaction: reactants, conditions, products, and yield Starting materials: CO, O=C(O)c1cnccc1Cl, C=[N+]=[N-]. Product: COC(=O)c1cnccc1Cl. RXN SMILES: [CH3:14][OH:15].[Cl:1][c:2]1[cH:3][cH:4][n:5][cH:6][c:7]1[C:8](=[O:9])[OH:10].[N+:11](=[N-:12])=[CH2:13]>>[Cl:1][c:2]1[cH:3][cH:4][n:5][cH:6][c:7]1[C:8](=[O:9])[O:10][CH3:13]. Reactants: [Br-], COc1ccc(Br)cc1, O=C([O-])[O-], CN1CCCC1=O, [K+], [K+], c1c[nH]cn1. Product: COc1ccc(-n2ccnc2)cc1. Reaction SMILES: [Br-:21].[Br:1][c:2]1[cH:3][cH:4][c:5]([O:8][CH3:9])[cH:6][cH:7]1.[C:15](=[O:16])([O-:17])[O-:18].[CH3:22][N:23]1[CH2:24][CH2:25][CH2:26][C:27]1=[O:28].[K+:19].[K+:20].[nH:10]1[cH:11][n:12][cH:13][cH:14]1>>[c:2]1(-[n:10]2[cH:11][n:12][cH:13][cH:14]2)[cH:3][cH:4][c:5]([O:8][CH3:9])[cH:6][cH:7]1. The reactants are Cl (HCl), CC1=C(SC2=C1N=C(N=C2N2CCOCC2)C=2C=NC(=NC2)N)CN2CCNCC2 (5-(7-methyl-4-morpholino-6-(piperazin-1-ylmethyl)thieno[3,2-d]pyrimidin-2-yl)pyrimidin-2-amine), C(=O)(OC(C)(C)C)N[C@H](C)C(=O)O (Boc-D-Alanine), C(=O)(C(F)(F)F)O (TFA). Yields the product N[C@@H](C(=O)N1CCN(CC1)CC1=C(C=2N=C(N=C(C2S1)N1CCOCC1)C=1C=NC(=NC1)N)C)C ((R)-2-amino-1-(4-((2-(2-aminopyrimidin-5-yl)-7-methyl-4-morpholinothieno[3,2-d]pyrimidin-6-yl)methyl)piperazin-1-yl)propan-1-one). Isolated yield 39.0%. Reaction SMILES: Cl.[CH3:2][C:3]1[C:7]2[N:8]=[C:9]([C:18]3[CH:19]=[N:20][C:21]([NH2:24])=[N:22][CH:23]=3)[N:10]=[C:11]([N:12]3[CH2:17][CH2:16][O:15][CH2:14][CH2:13]3)[C:6]=2[S:5][C:4]=1[CH2:25][N:26]1[CH2:31][CH2:30][NH:29][CH2:28][CH2:27]1.C([NH:39][C@@H:40]([C:42](O)=[O:43])[CH3:41])(OC(C)(C)C)=O.C(O)(C(F)(F)F)=O>>[NH2:39][C@H:40]([CH3:41])[C:42]([N:29]1[CH2:30][CH2:31][N:26]([CH2:25][C:4]2[S:5][C:6]3[C:11]([N:12]4[CH2:13][CH2:14][O:15][CH2:16][CH2:17]4)=[N:10][C:9]([C:18]4[CH:19]=[N:20][C:21]([NH2:24])=[N:22][CH:23]=4)=[N:8][C:7]=3[C:3]=2[CH3:2])[CH2:27][CH2:28]1)=[O:43]. Reported procedure: Crude HCl salt of 5-(7-methyl-4-morpholino-6-(piperazin-1-ylmethyl)thieno[3,2-d]pyrimidin-2-yl)pyrimidin-2-amine (74 mg) was reacted with 60 mg Boc-D-Alanine via General Procedure B, treated with TFA and purified via reverse phase HPLC to yield 33.7 mg of 353 after reverse phase HPLC purification. MS (Q1) 498.3 (M)+ As a reaction SMILES: [Br:12][N:13]1[C:14](=[O:15])[CH2:16][CH2:17][C:18]1=[O:19].[CH3:1][O:2][c:3]1[c:4]([CH3:11])[c:5]([O:9][CH3:10])[cH:6][cH:7][cH:8]1.[CH3:20][C:21]#[N:22]>>[CH3:1][O:2][c:3]1[c:4]([CH3:11])[c:5]([O:9][CH3:10])[cH:6][cH:7][c:8]1[Br:12]. The product is COc1ccc(Br)c(OC)c1C. Starting materials: O=C1CCC(=O)N1Br, COc1cccc(OC)c1C, CC#N. Product: COC(=O)CCCCCCC(=O)OC(C)(C)C. Reaction SMILES: [CH3:15][C:16]([CH3:17])([CH3:18])[OH:19].[CH3:1][O:2][C:3](=[O:4])[CH2:5][CH2:6][CH2:7][CH2:8][CH2:9][CH2:10][C:11](=[O:12])[OH:13].[CH3:20][N:21]([CH3:22])[c:23]1[cH:24][cH:25][n:26][cH:27][cH:28]1.[ClH:14]>>[CH3:1][O:2][C:3](=[O:4])[CH2:5][CH2:6][CH2:7][CH2:8][CH2:9][CH2:10][C:11](=[O:12])[O:19][C:16]([CH3:15])([CH3:17])[CH3:18]. Reactants: CC(C)(C)O, COC(=O)CCCCCCC(=O)O, CN(C)c1ccncc1, Cl. Reactants: O.O.O.O.O.O.C(C=1C(C(=O)[O-])=CC=CC1)(=O)O[O-].[Mg+2] (magnesium monoperoxyphthalate hexahydrate), S(=O)(=O)([O-])S(=O)[O-].[Na+].[Na+] (sodium metabisulfite), [OH-].[Na+] (sodium hydroxide), C(#N)C1(CC1)NC(=O)[C@H]1N(C[C@@H](C1)SC1=C(C=C(C=C1)C=1C=NN(C1)C)C(F)(F)F)C(=O)C1(CC1)C(F)(F)F ((2S,4R)-4-[4-(1-Methyl-1H-pyrazol-4-yl)-2-trifluoromethyl-phenylsulfanyl]-1-(1-trifluoromethyl-cyclopropanecarbonyl)-pyrrolidine-2-carboxylic acid (1-cyano-cyclopropyl)-amide), O.O.O.O.O.O.C(C=1C(C(=O)[O-])=CC=CC1)(=O)O[O-].[Mg+2] (magnesium monoperoxyphthalate hexahydrate). The solvent is C(C)#N (acetonitrile), O (water), O (water), C(C)#N (acetonitrile). Reaction conditions: temperature 50 celsius, time 5 hour. Product: C(#N)C1(CC1)NC(=O)[C@H]1N(C[C@@H](C1)S(=O)(=O)C1=C(C=C(C=C1)C=1C=NN(C1)C)C(F)(F)F)C(=O)C1(CC1)C(F)(F)F ((2S,4R)-4-[4-(1-Methyl-1H-pyrazol-4-yl)-2-trifluoromethyl-benzenesulfonyl]-1-(1-trifluoromethyl-cyclopropanecarbonyl)-pyrrolidine-2-carboxylic acid (1-cyano-cyclopropyl)-amide). Yield: 76.0%. Reaction SMILES: [C:1]([C:3]1([NH:6][C:7]([C@@H:9]2[CH2:13][C@@H:12]([S:14][C:15]3[CH:20]=[CH:19][C:18]([C:21]4[CH:22]=[N:23][N:24]([CH3:26])[CH:25]=4)=[CH:17][C:16]=3[C:27]([F:30])([F:29])[F:28])[CH2:11][N:10]2[C:31]([C:33]2([C:36]([F:39])([F:38])[F:37])[CH2:35][CH2:34]2)=[O:32])=[O:8])[CH2:5][CH2:4]1)#[N:2].[OH2:40].[OH2:41].O.O.O.O.C(O[O-])(=O)C1C(=CC=CC=1)C([O-])=O.[Mg+2].S(S([O-])=O)([O-])(=O)=O.[Na+].[Na+].[OH-].[Na+]>C(#N)C.O>[C:1]([C:3]1([NH:6][C:7]([C@@H:9]2[CH2:13][C@@H:12]([S:14]([C:15]3[CH:20]=[CH:19][C:18]([C:21]4[CH:22]=[N:23][N:24]([CH3:26])[CH:25]=4)=[CH:17][C:16]=3[C:27]([F:30])([F:29])[F:28])(=[O:41])=[O:40])[CH2:11][N:10]2[C:31]([C:33]2([C:36]([F:39])([F:38])[F:37])[CH2:34][CH2:35]2)=[O:32])=[O:8])[CH2:4][CH2:5]1)#[N:2] |f:1.2.3.4.5.6.7.8,9.10.11,12.13|. Reported procedure: (2S,4R)-4-[4-(1-Methyl-1H-pyrazol-4-yl)-2-trifluoromethyl-phenylsulfanyl]-1-(1-trifluoromethyl-cyclopropanecarbonyl)-pyrrolidine-2-carboxylic acid (1-cyano-cyclopropyl)-amide (crude product, 97.6% purity, 64.0 g, 109 mmol) was dissolved in acetonitrile (480 mL) and magnesium monoperoxyphthalate hexahydrate (76.0 g, 154 mmol) was added. The resulting white suspension was stirred for 5 h at 50° C. After that, a suspension of magnesium monoperoxyphthalate hexahydrate (76.0 g, 154 mmol) in acetonitr... Reactants: BrCc1ccccc1, O=C([O-])[O-], CC(C)=O, [K+], [K+], O=C(CC1CCNCC1)c1ccc(Nc2ncnc3c2CCC3)cc1. Yields the product O=C(CC1CCN(Cc2ccccc2)CC1)c1ccc(Nc2ncnc3c2CCC3)cc1. Reaction SMILES: [Br:7][CH2:8][c:9]1[cH:10][cH:11][cH:12][cH:13][cH:14]1.[C:1](=[O:2])([O-:3])[O-:4].[CH3:40][C:41](=[O:42])[CH3:43].[K+:5].[K+:6].[n:15]1[cH:16][n:17][c:18]([NH:24][c:25]2[cH:26][cH:27][c:28]([C:31]([CH2:32][CH:33]3[CH2:34][CH2:35][NH:36][CH2:37][CH2:38]3)=[O:39])[cH:29][cH:30]2)[c:19]2[c:20]1[CH2:21][CH2:22][CH2:23]2>>[CH2:8]([c:9]1[cH:10][cH:11][cH:12][cH:13][cH:14]1)[N:36]1[CH2:35][CH2:34][CH:33]([CH2:32][C:31]([c:28]2[cH:27][cH:26][c:25]([NH:24][c:18]3[n:17][cH:16][n:15][c:20]4[c:19]3[CH2:23][CH2:22][CH2:21]4)[cH:30][cH:29]2)=[O:39])[CH2:38][CH2:37]1. Reactants: Cl.NO (hydroxylamine hydrochloride), C(#N)CC(=O)OC(C)(C)C (tert-butyl cyanoacetate), [H-].[Na+] (sodium hydride), ClC(=O)OCC(C)C (isobutyl chloroformate), FC1=C(C=CC(=C1)[C@H](C(=O)O)C)C1=CC=CC=C1 ((R)-2-(2-fluoro-biphenyl-4-yl)-propionic acid), CN1CCOCC1 (N-methylmorpholine), C([O-])(O)=O.[Na+] (sodium bicarbonate). Run in C(C)O (ethanol), O1CCCC1 (tetrahydrofuran), O1CCCC1 (tetrahydrofuran). Reaction conditions: time 5 minute. Yields the product FC1=C(C=CC(=C1)[C@@H](C)C1=NOC(=C1)N)C1=CC=CC=C1 ((R)-3-[1-(2-Fluoro-biphenyl-4-yl)-ethyl]-isoxazol-5-ylamine). As a reaction SMILES: [C:1]([CH2:3][C:4]([O:6]C(C)(C)C)=O)#[N:2].[H-].[Na+].ClC(OCC(C)C)=O.[F:21][C:22]1[CH:27]=[C:26]([C@@H:28](C)[C:29](O)=O)[CH:25]=[CH:24][C:23]=1[C:33]1[CH:38]=[CH:37][CH:36]=[CH:35][CH:34]=1.C[N:40]1CCOCC1.C(=O)(O)[O-].[Na+].Cl.NO>C(O)C.O1CCCC1>[F:21][C:22]1[CH:27]=[C:26]([C@H:28]([C:1]2[CH:3]=[C:4]([NH2:40])[O:6][N:2]=2)[CH3:29])[CH:25]=[CH:24][C:23]=1[C:33]1[CH:38]=[CH:37][CH:36]=[CH:35][CH:34]=1 |f:1.2,6.7,8.9|. Procedure details: Under a nitrogen atmosphere, tert-butyl cyanoacetate (0.57 ml) was added dropwise to a mixture of tetrahydrofuran (5 ml) and sodium hydride (160 mg, 60% oily) with stirring under ice-cooling. The resulting mixture was stirred for 10 minutes under ice-cooling, then stirred at room temperature for 20 minutes, and again stirred at 0° C. Separately, isobutyl chloroformate (0.26 ml) was added dropwise to a tetrahydrofuran solution (20 ml) of (R)-2-(2-fluoro-biphenyl-4-yl)-propionic acid (449 mg, 93% ... The reactants are CC(=O)O, O, O=[N+]([O-])O, COC(=O)Cc1ccc(O)cc1. The product is COC(=O)Cc1ccc(O)c([N+](=O)[O-])c1. RXN SMILES: [CH3:17][C:18](=[O:19])[OH:20].[OH2:21].[OH:13][N+:14]([O-:15])=[O:16].[OH:1][c:2]1[cH:3][cH:4][c:5]([CH2:8][C:9](=[O:10])[O:11][CH3:12])[cH:6][cH:7]1>>[OH:1][c:2]1[cH:3][cH:4][c:5]([CH2:8][C:9](=[O:10])[O:11][CH3:12])[cH:6][c:7]1[N+:14](=[O:13])[O-:15].